Dataset: the Open Reaction Database (ORD), a public repository of structured organic reaction records. Task: describe an organic reaction: reactants, conditions, products, and yield The reactants are CC(C)(C)OC(=O)OC(C)(C)C, COc1ccccc1-c1ccc2c(c1)C(C)=CC(C)(C)N2, [Li]CCCC, CCCCCC, ClCCl, O. The product is COc1ccccc1-c1ccc2c(c1)C(C)=CC(C)(C)N2C(=O)OC(C)(C)C. Reaction SMILES: [C:27]([CH3:28])([CH3:29])([CH3:30])[O:31][C:32]([O:33][C:35]([CH3:36])([CH3:37])[CH3:38])=[O:34].[CH3:1][O:2][c:3]1[c:4](-[c:9]2[cH:10][c:11]3[c:16]([cH:17][cH:18]2)[NH:15][C:14]([CH3:19])([CH3:20])[CH:13]=[C:12]3[CH3:21])[cH:5][cH:6][cH:7][cH:8]1.[CH3:22][CH2:23][CH2:24][CH2:25][Li:26].[CH3:43][CH2:44][CH2:45][CH2:46][CH2:47][CH3:48].[Cl:40][CH2:41][Cl:42].[OH2:39]>>[CH3:1][O:2][c:3]1[c:4](-[c:9]2[cH:10][c:11]3[c:16]([cH:17][cH:18]2)[N:15]([C:32]([O:31][C:27]([CH3:28])([CH3:29])[CH3:30])=[O:33])[C:14]([CH3:19])([CH3:20])[CH:13]=[C:12]3[CH3:21])[cH:5][cH:6][cH:7][cH:8]1. Starting materials: CC(C)(C)OC(=O)n1ccc2cc(I)ccc21, CCNCC, C#CCN(C)C, [I-], O. The product is CN(C)C#CCc1ccc2c(ccn2C(=O)OC(C)(C)C)c1. Reaction SMILES: [C:1]([CH3:2])([CH3:3])([CH3:4])[O:5][C:6](=[O:7])[n:8]1[cH:9][cH:10][c:11]2[cH:12][c:13]([I:17])[cH:14][cH:15][c:16]12.[CH2:26]([NH:27][CH2:28][CH3:29])[CH3:30].[CH3:19][N:20]([CH2:21][C:22]#[CH:23])[CH3:24].[I-:18].[OH2:25]>>[C:1]([CH3:2])([CH3:3])([CH3:4])[O:5][C:6](=[O:7])[n:8]1[cH:9][cH:10][c:11]2[cH:12][c:13]([CH2:23][C:22]#[C:21][N:20]([CH3:19])[CH3:24])[cH:14][cH:15][c:16]12.